This data is from the Open Reaction Database (ORD), a public repository of structured organic reaction records. The task is: describe an organic reaction: reactants, conditions, products, and yield The product is O=C1CCC(N2Cc3c(OCc4ccc(CN5CC6CCC(C5)O6)cc4)cccc3C2=O)C(=O)N1. As a reaction SMILES: [CH2:47]1[O:48][CH2:49][CH2:50][CH2:51]1.[CH3:41][C:42]([CH3:43])([O-:44])[CH3:45].[CH:1]12[CH2:2][N:3]([CH2:9][c:10]3[cH:11][cH:12][c:13]([CH2:14][O:15][c:16]4[c:17]5[c:21]([cH:22][cH:23][cH:24]4)[C:20](=[O:25])[N:19]([CH:26]([C:27]([O:29][C:28]([CH3:30])([CH3:31])[CH3:32])=[O:33])[CH2:34][CH2:35][C:36](=[O:37])[NH2:38])[CH2:18]5)[cH:39][cH:40]3)[CH2:4][CH:5]([CH2:6][CH2:7]1)[O:8]2.[K+:46]>>[CH:1]12[CH2:2][N:3]([CH2:9][c:10]3[cH:11][cH:12][c:13]([CH2:14][O:15][c:16]4[c:17]5[c:21]([cH:22][cH:23][cH:24]4)[C:20](=[O:25])[N:19]([CH:26]4[C:27](=[O:29])[NH:38][C:36](=[O:37])[CH2:35][CH2:34]4)[CH2:18]5)[cH:39][cH:40]3)[CH2:4][CH:5]([CH2:6][CH2:7]1)[O:8]2. Reactants: C1CCOC1, CC(C)(C)[O-], CC(C)(C)OC(=O)C(CCC(N)=O)N1Cc2c(OCc3ccc(CN4CC5CCC(C4)O5)cc3)cccc2C1=O, [K+]. Reactants: FC=1C=CC(=NC1C)NC(=O)C1=NC(=CC=C1N)C (3-Amino-6-methyl-pyridine-2-carboxylic acid (5-fluoro-6-methyl-pyridin-2-yl)-amide), BrC=1C=NC=CC1 (3-Bromopyridine). The reagents and catalysts are [Pd] (Palladium). Yields the product FC=1C=CC(=NC1C)NC(=O)C1=NC(=CC=C1NC=1C=NC=CC1)C (6-Methyl-3-(pyridin-3-ylamino)-pyridine-2-carboxylic acid (5-fluoro-6-methyl-pyridin-2-yl)-amide). Reaction SMILES: [F:1][C:2]1[CH:3]=[CH:4][C:5]([NH:9][C:10]([C:12]2[C:17]([NH2:18])=[CH:16][CH:15]=[C:14]([CH3:19])[N:13]=2)=[O:11])=[N:6][C:7]=1[CH3:8].Br[C:21]1[CH:22]=[N:23][CH:24]=[CH:25][CH:26]=1>[Pd]>[F:1][C:2]1[CH:3]=[CH:4][C:5]([NH:9][C:10]([C:12]2[C:17]([NH:18][C:21]3[CH:22]=[N:23][CH:24]=[CH:25][CH:26]=3)=[CH:16][CH:15]=[C:14]([CH3:19])[N:13]=2)=[O:11])=[N:6][C:7]=1[CH3:8]. Procedure: The title compound was prepared from 3-tert-Butoxy-carbonylamino-6-methyl-pyridine-2-carboxylic acid methyl ester in accordance with the general method of example 4; step 2 using 2-amino-5-fluoro-6-methylpyridine (Sanchez & al., J. Heterocycl. Chem. 24, 215(1987); CAS:[110919-71-6]) instead of 2-chloro-4-aminopyridine to yield [2-(5-Fluoro-6-methyl-pyridin-2-ylcarbamoyl)-6-methyl-pyridin-3-yl]-carbamic acid tert-butyl ester, white solid, MS (ISP): m/e=361.0 (M+H+). Boc-deprotection as described ... Starting materials: C(C)(C)(C)C1=C(C=CC=C1)C1=CC=C(C=C1)CN1C(=NC2=C1C=C(C=C2C)C=2N=CN(C2)CCCCCC)CCC (tert.butyl 4'-[(2-n-propyl-4-methyl-6-(1-n-hexyl-imidazol-4-yl)-benzimidazol-1-yl)-methyl]-biphenyl), FC(C(=O)O)(F)F (trifluoroacetic acid). Run in C(Cl)Cl (methylene chloride). Product: C(CC)C1=NC2=C(N1CC1=CC=C(C=C1)C=1C(=CC=CC1)C(=O)O)C=C(C=C2C)C=2N=CN(C2)CCCCCC (4'-[(2-n-Propyl-4-methyl-6-(1-n-hexyl-imidazol-4-yl)-benzimidazol-1-yl)-methyl]-biphenyl-2-carboxylic acid). Reaction SMILES: C([C:5]1[CH:10]=[CH:9][CH:8]=C[C:6]=1[C:11]1[CH:16]=[CH:15][C:14]([CH2:17][N:18]2[C:22]3[CH:23]=[C:24]([C:28]4[N:29]=[CH:30][N:31]([CH2:33][CH2:34][CH2:35][CH2:36][CH2:37][CH3:38])[CH:32]=4)[CH:25]=[C:26]([CH3:27])[C:21]=3[N:20]=[C:19]2[CH2:39][CH2:40][CH3:41])=[CH:13][CH:12]=1)(C)(C)C.F[C:43](F)(F)[C:44]([OH:46])=[O:45]>C(Cl)Cl>[CH2:39]([C:19]1[N:18]([CH2:17][C:14]2[CH:15]=[CH:16][C:11]([C:6]3[C:43]([C:44]([OH:46])=[O:45])=[CH:8][CH:9]=[CH:10][CH:5]=3)=[CH:12][CH:13]=2)[C:22]2[CH:23]=[C:24]([C:28]3[N:29]=[CH:30][N:31]([CH2:33][CH2:34][CH2:35][CH2:36][CH2:37][CH3:38])[CH:32]=3)[CH:25]=[C:26]([CH3:27])[C:21]=2[N:20]=1)[CH2:40][CH3:41]. Procedure: Prepared analogously to Example 1 from tert.butyl 4'-[(2-n-propyl-4-methyl-6-(1-n-hexyl-imidazol-4-yl)-benzimidazol-1-yl)-methyl]-biphenyl and trifluoroacetic acid in methylene chloride. Starting materials: C1CCOC1, CO, [Li+], [OH-], O, O, CCCCSC1(c2ccc(-c3ccccc3)cc2)CC2C(=O)NC3(C(=O)OCC)CC3C=CCCCCCC(NC(=O)OC(C)(C)C)C(=O)N2C1. The product is CCCCSC1(c2ccc(-c3ccccc3)cc2)CC2C(=O)NC3(C(=O)O)CC3C=CCCCCCC(NC(=O)OC(C)(C)C)C(=O)N2C1. RXN SMILES: [CH2:55]1[O:56][CH2:57][CH2:58][CH2:59]1.[CH3:60][OH:61].[Li+:54].[OH-:53].[OH2:52].[OH2:62].[c:1]1(-[c:46]2[cH:47][cH:48][cH:49][cH:50][cH:51]2)[cH:2][cH:3][c:4]([C:7]2([S:41][CH2:42][CH2:43][CH2:44][CH3:45])[CH2:8][CH:9]3[N:10]([C:11](=[O:39])[CH:12]([NH:31][C:32](=[O:33])[O:34][C:35]([CH3:36])([CH3:37])[CH3:38])[CH2:13][CH2:14][CH2:15][CH2:16][CH2:17][CH:18]=[CH:19][CH:20]4[C:21]([C:26](=[O:27])[O:28][CH2:29][CH3:30])([NH:22][C:23]3=[O:24])[CH2:25]4)[CH2:40]2)[cH:5][cH:6]1>>[c:1]1(-[c:46]2[cH:47][cH:48][cH:49][cH:50][cH:51]2)[cH:2][cH:3][c:4]([C:7]2([S:41][CH2:42][CH2:43][CH2:44][CH3:45])[CH2:8][CH:9]3[N:10]([C:11](=[O:39])[CH:12]([NH:31][C:32](=[O:33])[O:34][C:35]([CH3:36])([CH3:37])[CH3:38])[CH2:13][CH2:14][CH2:15][CH2:16][CH2:17][CH:18]=[CH:19][CH:20]4[C:21]([C:26](=[O:27])[OH:28])([NH:22][C:23]3=[O:24])[CH2:25]4)[CH2:40]2)[cH:5][cH:6]1. The reactants are OC1N(C(C2CCCCC12)=O)C1=CC=C(C=C1)CC(=O)O (4-(3-hydroxy-1-oxo-hexahydro-2-isoindolinyl)phenylacetic acid). Solvent: C(C)(=O)O (acetic acid). Product: O=C1N(CC=2CCCCC12)C1=CC=C(C=C1)CC(=O)O (4-(1-oxo-4,5,6,7-tetrahydro-2-isoindolinyl)phenylacetic acid). Isolated yield 92.1%. As a reaction SMILES: [OH:1][CH:2]1[CH:10]2[CH:5]([CH2:6][CH2:7][CH2:8][CH2:9]2)[C:4](=O)[N:3]1[C:12]1[CH:17]=[CH:16][C:15]([CH2:18][C:19]([OH:21])=[O:20])=[CH:14][CH:13]=1>C(O)(=O)C>[O:1]=[C:2]1[C:10]2[CH2:9][CH2:8][CH2:7][CH2:6][C:5]=2[CH2:4][N:3]1[C:12]1[CH:17]=[CH:16][C:15]([CH2:18][C:19]([OH:21])=[O:20])=[CH:14][CH:13]=1. Procedure: To 20 ml of acetic acid were added 2.87 g (0.01 mole) of the 4-(3-hydroxy-1-oxo-hexahydro-2-isoindolinyl)phenylacetic acid prepared in step (b) above. The mixture was refluxed, with heating, for 2 hours and the solvent was then evaporated off under reduced pressure, leaving a crystalline residue. These crystals were washed with water, dried and recrystallized from a mixture of ethanol and petroleum ether, giving 2.5 g (89%) of 4-(1-oxo-4,5,6,7-tetrahydro-2-isoindolinyl)phenylacetic acid, melting... Starting materials: C(Cl)Cl (methylene chloride), Cl (hydrogen chloride), COC=1C=C2CCC(C(C2=CC1)O)CC(=O)OC (methyl 6-methoxy-1-hydroxy-1,2,3,4-tetrahydro-2-naphthylacetate), C(C)N(C(C(Cl)F)(F)F)CC (1-diethylamino-1,1,2-trifluoro-2-chloroethane). Solvent: O (water). Reaction conditions: time 24 hour. Product: COC=1C=C2CCC(C(C2=CC1)F)CC(=O)OC (methyl 6-methoxy-1-fluoro-1,2,3,4-tetrahydro-2-naphthylacetate), COC=1C=C2C=CC(CC2=CC1)CC(=O)[O-] (6-methoxy-1,2-dihydro-2-naphthylacetate). RXN SMILES: [CH3:1][O:2][C:3]1[CH:4]=[C:5]2[C:10](=[CH:11][CH:12]=1)[CH:9](O)[CH:8]([CH2:14][C:15]([O:17][CH3:18])=[O:16])[CH2:7][CH2:6]2.C(N(CC)C(F)(F)C([F:25])Cl)C.C(Cl)Cl.Cl>O>[CH3:1][O:2][C:3]1[CH:4]=[C:5]2[C:10](=[CH:11][CH:12]=1)[CH:9]([F:25])[CH:8]([CH2:14][C:15]([O:17][CH3:18])=[O:16])[CH2:7][CH2:6]2.[CH3:1][O:2][C:3]1[CH:4]=[C:5]2[C:10](=[CH:11][CH:12]=1)[CH2:9][CH:8]([CH2:14][C:15]([O-:17])=[O:16])[CH:7]=[CH:6]2. Reported procedure: A mixture of 25 g. of methyl 6-methoxy-1-hydroxy-1,2,3,4-tetrahydro-2-naphthylacetate, 38 g. of 1-diethylamino-1,1,2-trifluoro-2-chloroethane and 150 ml. of methylene chloride are allowed to stand for 24 hours. The fluoroination reaction mixture is added to 250 ml. of water containing 12 g. of hydrogen chloride; the resulting mixture is separated and the methylene chloride phase is washed with water, dried over sodium sulfate, and evaporated to yield methyl 6-methoxy-1-fluoro-1,2,3,4-tetrahydro-... Starting materials: O=C(Nc1c[nH]c2ncc(Br)c(F)c12)c1ncccn1, CCCCO, CC(C)(C)OC(=O)NC1CCCNC1. As a reaction SMILES: [Br:1][c:2]1[c:3]([F:20])[c:4]2[c:5]([n:6][cH:7]1)[nH:8][cH:9][c:10]2[NH:11][C:12](=[O:13])[c:14]1[n:15][cH:16][cH:17][cH:18][n:19]1.[CH2:35]([OH:36])[CH2:37][CH2:38][CH3:39].[NH:21]1[CH2:22][CH:23]([NH:27][C:28]([O:29][C:30]([CH3:31])([CH3:32])[CH3:33])=[O:34])[CH2:24][CH2:25][CH2:26]1>>[Br:1][c:2]1[c:3]([N:21]2[CH2:22][CH:23]([NH:27][C:28]([O:29][C:30]([CH3:31])([CH3:32])[CH3:33])=[O:34])[CH2:24][CH2:25][CH2:26]2)[c:4]2[c:5]([n:6][cH:7]1)[nH:8][cH:9][c:10]2[NH:11][C:12](=[O:13])[c:14]1[n:15][cH:16][cH:17][cH:18][n:19]1. The product is CC(C)(C)OC(=O)NC1CCCN(c2c(Br)cnc3[nH]cc(NC(=O)c4ncccn4)c23)C1.